Dataset: the Open Reaction Database (ORD), a public repository of structured organic reaction records. Task: describe an organic reaction: reactants, conditions, products, and yield The reactants are N1C(C2(C3=CC=CC=C13)COC=1C2=CC2=C(OCO2)C1)=O (spiro[furo[2,3-f][1,3]benzodioxole-7,3′-indol]-2′(1′H)-one), BrCC=1OC(=CC1)C(F)(F)F (2-(bromomethyl)-5-(trifluoromethyl)furan), BrC1=C2C3(C(NC2=CC=C1)=O)COC=1C3=CC3=C(OCO3)C1 (4′-bromospiro[furo[2,3-f][1,3]benzodioxole-7,3′-indol]-2′(1′H)-one), ClCC1=NOC=N1 (3-(chloromethyl)-1,2,4-oxadiazole). Yields the product O1N=C(N=C1)CN1C(C2(C3=CC=CC=C13)COC=1C2=CC2=C(OCO2)C1)=O (1′-(1,2,4-oxadiazol-3-ylmethyl)spiro[furo[2,3-f][1,3]benzodioxole-7,3′-indol]-2′(1′H)-one). Reaction SMILES: [NH:1]1[C:9]2[C:4](=[CH:5][CH:6]=[CH:7][CH:8]=2)[C:3]2([C:13]3=[CH:14][C:15]4[O:19][CH2:18][O:17][C:16]=4[CH:20]=[C:12]3[O:11][CH2:10]2)[C:2]1=[O:21].BrC1C=CC=C2C=1C1(C3=CC4OCOC=4C=C3OC1)C(=O)N2.Cl[CH2:45][C:46]1[N:50]=[CH:49][O:48][N:47]=1.BrCC1OC(C(F)(F)F)=CC=1>>[O:48]1[CH:49]=[N:50][C:46]([CH2:45][N:1]2[C:9]3[C:4](=[CH:5][CH:6]=[CH:7][CH:8]=3)[C:3]3([C:13]4=[CH:14][C:15]5[O:19][CH2:18][O:17][C:16]=5[CH:20]=[C:12]4[O:11][CH2:10]3)[C:2]2=[O:21])=[N:47]1. Procedure: Following the procedure described in EXAMPLE 10.47, and making non-critical variations using spiro[furo[2,3-f][1,3]benzodioxole-7,3′-indol]-2′(1′H)-one to replace 4′-bromospiro[furo[2,3-f][1,3]benzodioxole-7,3′-indol]-2′(1′H)-one, and 3-(chloromethyl)-1,2,4-oxadiazole to replace 2-(bromomethyl)-5-(trifluoromethyl)furan, the title compound was obtained (36%)) as a colorless solid: mp 160-162° C.; 1H NMR (300 MHz, CDCl3) δ 7.39 (dt, 1H), 7.20-7.13 (m, 3H), 7.05 (d, 1H), 6.50 (s, 1H), 6.12 (s, 1H),... The reactants are CC1CN=CC2=CC(=CC=C12)[N+](=O)[O-] (3,4-dihydro-4-methyl-7-nitroisoquinoline). Reagents/catalysts: [Pd] (palladium black). Solvent: C1CCCC2CCCCC12 (decahydronaphthalene). Conditions: time 8 hour. Product: CC1=CN=CC2=CC(=CC=C12)[N+](=O)[O-] (4-methyl-7-nitroisoquinoline). Yield: 41.9%. Reaction SMILES: [CH3:1][CH:2]1[C:11]2[C:6](=[CH:7][C:8]([N+:12]([O-:14])=[O:13])=[CH:9][CH:10]=2)[CH:5]=[N:4][CH2:3]1>C1C2C(CCCC2)CCC1.[Pd]>[CH3:1][C:2]1[C:11]2[C:6](=[CH:7][C:8]([N+:12]([O-:14])=[O:13])=[CH:9][CH:10]=2)[CH:5]=[N:4][CH:3]=1. Procedure: A mixture of 3,4-dihydro-4-methyl-7-nitroisoquinoline (14.63 g) and palladium black (4 g) in decahydronaphthalene (170 ml) was refluxed for 6 hours with stirring. The reaction mixture was allowed to stand overnight at ambient temperature, and then filtered and the residue on a filter was washed with chloroform. The filtrate was extracted with 2N hydrochloric acid (70 ml×3). Aqueous sodium hydroxide was added slowly to the combined aqueous layer, under dryice-acetone cooling. The light brown soli... The reactants are [Na] (sodium), C(C)OC(CC(=O)OCC)=O (malonic acid diethyl ester), C(C)C1=CC=C(C=O)C=C1 (4-ethylbenzaldehyde), C(C)OP(=O)(OCC)CC#N (diethylphosphonoacetonitrile). The reagents and catalysts are [Br-].C(CCC)[N+](CCCC)(CCCC)CCCC (tetrabutylammonium bromide). Solvent: C(C)O (ethanol), C(Cl)Cl (methylene chloride), [OH-].[Na+] (sodium hydroxide), C(Cl)Cl (methylene chloride). Yields the product C(C)OC(C(C(CC#N)C1=CC=C(C=C1)CC)C(=O)OCC)=O (2-carboethoxy-3-(4-ethylphenyl)-4-cyano-butyric acid ethyl ester). RXN SMILES: [CH2:1]([C:3]1[CH:10]=[CH:9][C:6]([CH:7]=O)=[CH:5][CH:4]=1)[CH3:2].C(OP([CH2:19][C:20]#[N:21])(OCC)=O)C.[Na].[CH2:23]([O:25][C:26](=[O:33])[CH2:27][C:28]([O:30][CH2:31][CH3:32])=[O:29])[CH3:24]>C(Cl)Cl.[Br-].C([N+](CCCC)(CCCC)CCCC)CCC.[OH-].[Na+].C(O)C>[CH2:23]([O:25][C:26](=[O:33])[CH:27]([C:28]([O:30][CH2:31][CH3:32])=[O:29])[CH:7]([C:6]1[CH:9]=[CH:10][C:3]([CH2:1][CH3:2])=[CH:4][CH:5]=1)[CH2:19][C:20]#[N:21])[CH3:24] |f:5.6,7.8,^1:21|. Reported procedure: A solution of 43 g of 4-ethylbenzaldehyde and 52 g of diethylphosphonoacetonitrile in 300 ml of methylene chloride is added dropwise within 15 minutes, with ice cooling, to a well-stirred emulsion of 6.5 g of tetrabutylammonium bromide in 180 ml of 50% sodium hydroxide solution and 150 ml of methylene chloride. Stirring is maintained at room temperature for 30 minutes, the organic phase is separated, washed neutral with water, dried over sodium sulphate and concentrated in vacuo. The crude p-eth... The reactants are CCCCC(C=CCC=CCC=CCC=CCCCC(=O)O)O (16(S)-HETE), CCCC[C@H](/C=C\C/C=C\C/C=C\C/C=C\CCCC(=O)O)O (16(R)-HETE), C(CC/C=C\C/C=C\C/C=C\C/C=C\CCCC(=O)O)CCO (20-HETE). Reaction conditions: time 20 minute. Yields the product CCCCC(/C=C\C/C=C\C/C=C\C/C=C\CCCC(=O)O)O (16-HETE). Reaction SMILES: [CH3:1][CH2:2][CH2:3][CH2:4][CH:5]([OH:23])[CH:6]=[CH:7][CH2:8][CH:9]=[CH:10][CH2:11][CH:12]=[CH:13][CH2:14][CH:15]=[CH:16][CH2:17][CH2:18][CH2:19][C:20]([OH:22])=[O:21].CCCC[C@@H](O)/C=C\C/C=C\C/C=C\C/C=C\CCCC(O)=O.C(CCO)CC/C=C\C/C=C\C/C=C\C/C=C\CCCC(O)=O>>[CH3:1][CH2:2][CH2:3][CH2:4][CH:5]([OH:23])/[CH:6]=[CH:7]\[CH2:8]/[CH:9]=[CH:10]\[CH2:11]/[CH:12]=[CH:13]\[CH2:14]/[CH:15]=[CH:16]\[CH2:17][CH2:18][CH2:19][C:20]([OH:22])=[O:21]. Procedure details: Isolated neutrophils were resuspended in M199 containing 1% BSA with a final concentration of 3×106 cells per ml. Cells suspensions (1 ml) were incubated with or without a test compound, 16(S)-HETE, 16(R)-HETE, or 20-HETE (concentrations 0.01 to 10 μM) for 10 min and then placed into gelatin-coated wells and further incubated for 20 min at 37° C. The wells were washed three times with 0.5 ml of solution M199 to remove non-adherent cells. The adherent cells were then removed by addition of 0.4 ml... The reactants are CCO, COC(=O)c1ccc(Cn2ccc3ncnc(Nc4ccc(OCc5cccc(F)c5)c(Cl)c4)c32)cc1, Cl, [Na+], [OH-], O. Yields the product O=C(O)c1ccc(Cn2ccc3ncnc(Nc4ccc(OCc5cccc(F)c5)c(Cl)c4)c32)cc1. As a reaction SMILES: [CH3:39][CH2:40][OH:41].[Cl:1][c:2]1[cH:3][c:4]([NH:17][c:18]2[c:19]3[c:20]([n:21][cH:22][n:23]2)[cH:24][cH:25][n:26]3[CH2:27][c:28]2[cH:29][cH:30][c:31]([C:32](=[O:33])[O:34][CH3:35])[cH:36][cH:37]2)[cH:5][cH:6][c:7]1[O:8][CH2:9][c:10]1[cH:11][c:12]([F:16])[cH:13][cH:14][cH:15]1.[ClH:38].[Na+:43].[OH-:42].[OH2:44]>>[Cl:1][c:2]1[cH:3][c:4]([NH:17][c:18]2[c:19]3[c:20]([n:21][cH:22][n:23]2)[cH:24][cH:25][n:26]3[CH2:27][c:28]2[cH:29][cH:30][c:31]([C:32](=[O:33])[OH:34])[cH:36][cH:37]2)[cH:5][cH:6][c:7]1[O:8][CH2:9][c:10]1[cH:11][c:12]([F:16])[cH:13][cH:14][cH:15]1. Starting materials: solid, CC(C)([O-])C.[Na+] (sodium tert-butoxide), C1(CC1)NC1=C(C(=O)OCC)C=C(C(=N1)SC)F (ethyl 2-cyclopropylamino-5-fluoro-6-methylsulfanylnicotinate), solid, C(C)(=O)[O-].[Na+] (sodium acetate), ClS(=O)(=O)N=C=O (chlorosulfonyl isocyanate). Solvent: ClCCl (dichloromethane). Run at temperature -20 celsius, time 3 hour. The product is C1(CC1)N1C(NC(C2=C1N=C(C(=C2)F)SC)=O)=O (1-Cyclopropyl-6-fluoro-7-methylsulfanyl-1H-pyrido[2,3-d]pyrimidine-2,4-dione). The yield is 18.5%. As a reaction SMILES: [CH:1]1([NH:4][C:5]2[N:15]=[C:14]([S:16][CH3:17])[C:13]([F:18])=[CH:12][C:6]=2[C:7]([O:9]CC)=O)[CH2:3][CH2:2]1.ClS([N:23]=[C:24]=[O:25])(=O)=O.C([O-])(=O)C.[Na+].CC(C)([O-])C.[Na+]>ClCCl>[CH:1]1([N:4]2[C:5]3[N:15]=[C:14]([S:16][CH3:17])[C:13]([F:18])=[CH:12][C:6]=3[C:7](=[O:9])[NH:23][C:24]2=[O:25])[CH2:2][CH2:3]1 |f:2.3,4.5|. Reported procedure: A solution of 4.1 g (15.2 mmol) of ethyl 2-cyclopropylamino-5-fluoro-6-methylsulfanylnicotinate (Example 34) in 125 mL of dichloromethane is cooled to −20° C. and treated dropwise with 5.24 g (37 mmol) of chlorosulfonyl isocyanate. The reaction is stirred at −20° C. for 3 hours and allowed to come to room temperature overnight. The mixture is recooled to −20° C. and treated with 6.8 g (80 mmol) of solid sodium acetate. After stirring for 1 hour without cooling, the solvent is removed in vacuo wi... Reactants: II, CC(OCC(OC(C)=O)COC(C)=O)=O (triacetin), C([O-])(O)=O.[Na+] (sodium bicarbonate), solution, [OH-].[Na+] (NaOH), P(=O)([O-])([O-])[O-] (phosphate), COC1=C2CCC(CC2=CC=C1)C(=O)OC (methyl 5-methoxy-1,2,3,4-tetrahydro-2-naphthoate), OS(=O)(=O)O (H2SO4). Solvent: C(C)(C)(C)O (tert-butanol). Reaction conditions: time 8 hour. The product is COC1=C2CC[C@H](CC2=CC=C1)C(=O)O (5-Methoxy-1,2,3,4-tetrahydro-(2R)-2-naphthoic acid). The yield is 16.2%. As a reaction SMILES: [CH3:1][O:2][C:3]1[CH:12]=[CH:11][CH:10]=[C:9]2[C:4]=1[CH2:5][CH2:6][CH:7]([C:13]([O:15]C)=[O:14])[CH2:8]2.P([O-])([O-])([O-])=O.OS(O)(=O)=O.CC(=O)OCC(COC(=O)C)OC(=O)C.[OH-].[Na+].C(=O)(O)[O-].[Na+]>C(O)(C)(C)C>[CH3:1][O:2][C:3]1[CH:12]=[CH:11][CH:10]=[C:9]2[C:4]=1[CH2:5][CH2:6][C@@H:7]([C:13]([OH:15])=[O:14])[CH2:8]2 |f:4.5,6.7|. Procedure: 0.8 g (0.0036 mol) of methyl 5-methoxy-1,2,3,4-tetrahydro-2-naphthoate is dissolved in 28 ml of tert-butanol, and 80 ml of phosphate buffer at pH 7 are added to the solution prepared in this way. The pH of the solution, which rises to 7.3-7.5, is lowered to 7.1 by the addition of dilute H2SO4. 0.450 g of Sigma PPL enzyme (known as porcine pancreatic lipase type II, crude, Sigma L-3126--46 U/mg using triacetin) is added to the mixture. The pH tends to drop as the reaction progresses, but is kept ... Reactants: CCO, CCOC(=O)C(=O)NCCc1ccc(-c2nc3ccc(C4(c5ccccc5)CC4)nc3s2)c(F)c1, [K+], [OH-]. Yields the product O=C(O)C(=O)NCCc1ccc(-c2nc3ccc(C4(c5ccccc5)CC4)nc3s2)c(F)c1. Reaction SMILES: [CH3:38][CH2:39][OH:40].[F:1][c:2]1[cH:3][c:4]([CH2:26][CH2:27][NH:28][C:29]([C:30](=[O:31])[O:32][CH2:33][CH3:34])=[O:35])[cH:5][cH:6][c:7]1-[c:8]1[s:9][c:10]2[n:11][c:12]([C:17]3([c:20]4[cH:21][cH:22][cH:23][cH:24][cH:25]4)[CH2:18][CH2:19]3)[cH:13][cH:14][c:15]2[n:16]1.[K+:37].[OH-:36]>>[F:1][c:2]1[cH:3][c:4]([CH2:26][CH2:27][NH:28][C:29]([C:30](=[O:31])[OH:32])=[O:35])[cH:5][cH:6][c:7]1-[c:8]1[s:9][c:10]2[n:11][c:12]([C:17]3([c:20]4[cH:21][cH:22][cH:23][cH:24][cH:25]4)[CH2:18][CH2:19]3)[cH:13][cH:14][c:15]2[n:16]1. The reactants are resultant mixture, FC(CO)(CO)F (2,2-difluoropropane-1,3-diol), C(C1=CC=CC=C1)OCC=O (benzyloxyacetaldehyde), O.C1(=CC=C(C=C1)S(=O)(=O)O)C (p-toluenesulfonic acid monohydrate). The solvent is C1(=CC=CC=C1)C (toluene). Product: C(C1=CC=CC=C1)OCC1OCC(CO1)(F)F (2-((benzyloxy)methyl)-5,5-difluoro-1,3-dioxane). The yield is 42.8%. Reaction SMILES: [F:1][C:2]([F:7])([CH2:5][OH:6])[CH2:3][OH:4].[CH2:8]([O:15][CH2:16][CH:17]=O)[C:9]1[CH:14]=[CH:13][CH:12]=[CH:11][CH:10]=1.O.C1(C)C=CC(S(O)(=O)=O)=CC=1>C1(C)C=CC=CC=1>[CH2:8]([O:15][CH2:16][CH:17]1[O:6][CH2:5][C:2]([F:7])([F:1])[CH2:3][O:4]1)[C:9]1[CH:14]=[CH:13][CH:12]=[CH:11][CH:10]=1 |f:2.3|. Procedure details: A mixture of 2,2-difluoropropane-1,3-diol (1 g, 8.9 mmol), benzyloxyacetaldehyde (1.34 g, 8.9 mmol), p-toluenesulfonic acid monohydrate (154 mg, 0.81 mmol) and toluene (20 ml) was heated under reflux by a condenser equipped with a Dean-Stark apparatus for one hour. The resultant mixture was stirred at room temperature overnight and then the reaction mixture was concentrated under reduced pressure. The residue was dissolved in ethyl acetate and silica gel was added thereto. The resultant mixture ... Reactants: C(C)OC(C(C)OC1=C(C=CC=C1Cl)Cl)=O ((-)-2-(2,6-dichlorophenoxy)-propionic acid ethylester), amide, CN1CCOCC1 (4-methyl-morpholine), (-)-2-(2,6-dichlorophenoxy)-propionic acid nitrile, nitrile, NCCN (1,2-diaminoethane), Cl (hydrogen chloride), N (ammonia), ClC1=C(OC(C(=O)N)C)C(=CC=C1)Cl ((+)-2-(2,6-dichlorophenoxy)-propionic acid amide). The solvent is C(C)O (ethanol), C(Cl)(Cl)Cl (chloroform), C(Cl)(Cl)Cl (chloroform), C(C)O (ethanol), C(C)O (ethanol). Yields the product ClC1=C(OC(C)C=2NCCN2)C(=CC=C1)Cl ((-)-2-[1-(2,6-dichlorophenoxy)-ethyl]-1,3-diazacyclopent-2-ene). RXN SMILES: C(O[C:4](=O)[CH:5]([O:7][C:8]1[C:13]([Cl:14])=[CH:12][CH:11]=[CH:10][C:9]=1[Cl:15])[CH3:6])C.N.ClC1C=CC=C(Cl)C=1OC(C)C(N)=O.CN1CCOCC1.Cl.[NH2:40][CH2:41][CH2:42][NH2:43]>C(O)C.C(Cl)(Cl)Cl>[Cl:14][C:13]1[CH:12]=[CH:11][CH:10]=[C:9]([Cl:15])[C:8]=1[O:7][CH:5]([C:4]1[NH:40][CH2:41][CH2:42][N:43]=1)[CH3:6]. Procedure: In a variation of the present process, the (-)-2-(2,6-dichlorophenoxy)-propionic acid ethylester obtained as above described, is reacted with an ethanolic solution of ammonia at room temperature and is converted into (+)-2-(2,6-dichlorophenoxy)-propionic acid amide which is difficultly soluble in ethanol. This amide is dehydrated at from 0° to 30° C. with a titanium tetrachloride/tetrahydrofurane complex and 4-methyl-morpholine in chloroform into (-)-2-(2,6-dichlorophenoxy)-propionic acid nitril...